This data is from the Open Reaction Database (ORD), a public repository of structured organic reaction records. The task is: describe an organic reaction: reactants, conditions, products, and yield The reactants are ice water, C(C)OC(CC(NC1=C(C=C(C=C1)C(=O)C=1SC=C(N1)C1=CC=CC=C1)C(C1=CC(=CC=C1)Cl)=O)=O)=O (N-[2-(3-chlorobenzoyl)-4-[(4-phenyl-2-thiazolyl)carbonyl]phenyl]-3-oxo-β-alanine ethyl ester), CC(C)(C)O (2-methyl-2-propanol), [K] (potassium), Cl (HCl). Solvent: COCCOC (DME). Reaction conditions: time 15 minute. The product is ClC=1C=C(C=CC1)C1=C(C(NC2=CC=C(C=C12)C(=O)C=1SC=C(N1)C1=CC=CC=C1)=O)C(=O)OCC (ethyl 4-(3-chlorophenyl)-1,2-dihydro-2-oxo-6-[(4-phenyl-2-thiazolyl)carbonyl]-3-quinolinecarboxylate). Isolated yield 70.0%. RXN SMILES: [CH2:1]([O:3][C:4](=[O:37])[CH2:5][C:6](=[O:36])[NH:7][C:8]1[CH:13]=[CH:12][C:11]([C:14]([C:16]2[S:17][CH:18]=[C:19]([C:21]3[CH:26]=[CH:25][CH:24]=[CH:23][CH:22]=3)[N:20]=2)=[O:15])=[CH:10][C:9]=1[C:27](=O)[C:28]1[CH:33]=[CH:32][CH:31]=[C:30]([Cl:34])[CH:29]=1)[CH3:2].CC(O)(C)C.[K].Cl>COCCOC>[Cl:34][C:30]1[CH:29]=[C:28]([C:27]2[C:9]3[C:8](=[CH:13][CH:12]=[C:11]([C:14]([C:16]4[S:17][CH:18]=[C:19]([C:21]5[CH:22]=[CH:23][CH:24]=[CH:25][CH:26]=5)[N:20]=4)=[O:15])[CH:10]=3)[NH:7][C:6](=[O:36])[C:5]=2[C:4]([O:3][CH2:1][CH3:2])=[O:37])[CH:33]=[CH:32][CH:31]=1 |^1:42|. Procedure details: A mixture of intermediate (17) (0.048 mol) in DME (250 ml) was cooled on an ice bath and 2-methyl-2-propanol, potassium salt (0.096 mol) was added portionwise. The mixture was stirred at a low temperature for 15 min, poured out into ice water and acidified with HCl 3N. The precipitate was filtered off, washed with water, pasted up with CH3CN and diethyl ether, then dried, yielding 17.3 g (70%) of ethyl 4-(3-chlorophenyl)-1,2-dihydro-2-oxo-6-[(4-phenyl-2-thiazolyl)carbonyl]-3-quinolinecarboxylate... The solvent is CO (methanol). The reactants are solution, C[O-].[Na+] (sodium methanolate), C(C)(=O)OC1=CC2=C(OC(=CO2)C(=O)OCC)C=C1 (ethyl 6-acetoxy -1,4-benzodioxin-2-carboxylate). The yield is 87.0%. Reported procedure: Add 3.8 mmol of a 2M solution of sodium methanolate to a solution of 0.38 mmol of ethyl 6-acetoxy -1,4-benzodioxin-2-carboxylate in 5 cm3 of anhydrous methanol. After stirring for 4 hours at room temperature and neutralising with acid Dowex resin, the reaction mixture is concentrated under reduced pressure and the crude product obtained is purified by chromatography on a silica column (eluant:petroleum ether/diethyl ether, 80:20). Methyl 6-hydroxy -1,4-benzodioxin-2-carboxylate is thereby obtain... Yields the product OC1=CC2=C(OC(=CO2)C(=O)OC)C=C1 (Methyl 6-hydroxy -1,4-benzodioxin-2-carboxylate). RXN SMILES: C[O-].[Na+].C([O:7][C:8]1[CH:22]=[CH:21][C:11]2[O:12][C:13]([C:16]([O:18][CH2:19]C)=[O:17])=[CH:14][O:15][C:10]=2[CH:9]=1)(=O)C>CO>[OH:7][C:8]1[CH:22]=[CH:21][C:11]2[O:12][C:13]([C:16]([O:18][CH3:19])=[O:17])=[CH:14][O:15][C:10]=2[CH:9]=1 |f:0.1|. Run at time 4 hour. Reaction SMILES: [OH:1][C:2]1[CH:7]=[C:6]([CH3:8])[N:5]=[C:4]([NH2:9])[CH:3]=1.[C:10]1(=O)[O:15][C:13](=[O:14])[C:12]2=[CH:16][CH:17]=[CH:18][CH:19]=[C:11]12>>[OH:1][C:2]1[CH:7]=[C:6]([CH3:8])[N:5]=[C:4]([N:9]2[C:13](=[O:14])[C:12]3[C:11](=[CH:19][CH:18]=[CH:17][CH:16]=3)[C:10]2=[O:15])[CH:3]=1. Yields the product OC1=CC(=NC(=C1)C)N1C(C2=CC=CC=C2C1=O)=O (2-(4-hydroxy-6-methyl-2-pyridinyl)-1H-isoindole-1,3(2H)-dione). Yield: 91.1%. Reported procedure: The title compound from Example 31 (2.5 g, 20.0 mmol) and phthalic anhydride (3.0 g, 20.0 mmol) were ground in a mortor. This mixture was added to a flask which was flushed with N2 and immersed in an oil bath maintained at 190° C. Heating was continued for 2 h while a gentle flow of N2 was passed through the flask to removed the water by-product. The reaction was cooled to room temperature and the product solid was filtered and washed extensively with 100 mL aliquotes of CH2Cl2, MeOH, EtOAc, and... Reactants: OC1=CC(=NC(=C1)C)N (4-hydroxy-6-methyl-2-pyridinamine), C1(C=2C(C(=O)O1)=CC=CC2)=O (phthalic anhydride). Run at temperature 190 celsius, time 2 hour.